This data is from the Open Reaction Database (ORD), a public repository of structured organic reaction records. The task is: describe an organic reaction: reactants, conditions, products, and yield Solvent: O (water), Cl.O1CCOCC1 (HCl dioxan). Reactants: COC(C(=O)NC=1C=CC(=NC1)N1CCN(CC1)C(=O)OC(C)(C)C)=O (tert-butyl 4-(5-{[methoxy(oxo)acetyl]amino}pyridin-2-yl)piperazine-1-carboxylate), COC(C(=O)NC=1C=CC(=NC1)N1CCN(CC1)C(=O)OC(C)(C)C)=O (tert-butyl 4-(5-{[methoxy(oxo)acetyl]amino}pyridin-2-yl)piperazine-1-carboxylate), CS(=O)(=O)Cl (methanesulphonyl chloride). Reported procedure: A solution of tert-butyl 4-(5-{[methoxy(oxo)acetyl]amino}pyridin-2-yl)piperazine-1-carboxylate (Intermediate 16, 4 g, 11 mmol) in 4N HCl/dioxan (25 mL) was stood for 16 h then concentrated by evaporation. The residue was dissolved in a mixture of DMF (20 mL) and pyridine (7 mL) then methanesulphonyl chloride (1.28 mL, 16.48 mmol) was added. The mixture was stirred for 3 hours then was diluted with water (50 mL) and extracted with dichloromethane (2×100 mL). The organic extracts were dried and co... Reaction SMILES: [CH3:1][O:2][C:3](=[O:26])[C:4]([NH:6][C:7]1[CH:8]=[CH:9][C:10]([N:13]2[CH2:18][CH2:17][N:16](C(OC(C)(C)C)=O)[CH2:15][CH2:14]2)=[N:11][CH:12]=1)=[O:5].[CH3:27][S:28](Cl)(=[O:30])=[O:29]>Cl.O1CCOCC1.O>[CH3:27][S:28]([N:16]1[CH2:17][CH2:18][N:13]([C:10]2[N:11]=[CH:12][C:7]([NH:6][C:4](=[O:5])[C:3]([O:2][CH3:1])=[O:26])=[CH:8][CH:9]=2)[CH2:14][CH2:15]1)(=[O:30])=[O:29] |f:2.3|. The product is CS(=O)(=O)N1CCN(CC1)C1=CC=C(C=N1)NC(C(=O)OC)=O (Methyl ({6-[4-(methylsulfonyl)piperazin-1-yl]pyridin-3-yl}amino)(oxo)acetate). Run at time 3 hour.